describe an organic reaction: reactants, conditions, products, and yield From a dataset of the Open Reaction Database (ORD), a public repository of structured organic reaction records. The reactants are O=C([O-])[O-], CCCCN(CCCC)CCCCl, CCC(C)=O, [K+], [K+], O, O=C(c1ccc(O)cc1)c1c(-c2ccccc2)oc2ccccc12. Product: CCCCN(CCCC)CCCOc1ccc(C(=O)c2c(-c3ccccc3)oc3ccccc23)cc1. As a reaction SMILES: [C:38](=[O:39])([O-:40])[O-:41].[CH2:25]([CH2:26][CH2:27][CH3:28])[N:29]([CH2:30][CH2:31][CH2:32][Cl:33])[CH2:34][CH2:35][CH2:36][CH3:37].[CH3:44][C:45](=[O:46])[CH2:47][CH3:48].[K+:42].[K+:43].[OH2:49].[OH:1][c:2]1[cH:3][cH:4][c:5]([C:6](=[O:7])[c:8]2[c:9](-[c:17]3[cH:18][cH:19][cH:20][cH:21][cH:22]3)[o:10][c:11]3[c:12]2[cH:13][cH:14][cH:15][cH:16]3)[cH:23][cH:24]1>>[O:1]([c:2]1[cH:3][cH:4][c:5]([C:6](=[O:7])[c:8]2[c:9](-[c:17]3[cH:18][cH:19][cH:20][cH:21][cH:22]3)[o:10][c:11]3[c:12]2[cH:13][cH:14][cH:15][cH:16]3)[cH:23][cH:24]1)[CH2:32][CH2:31][CH2:30][N:29]([CH2:25][CH2:26][CH2:27][CH3:28])[CH2:34][CH2:35][CH2:36][CH3:37]. Reactants: C(C)(=O)O[C@@H](C(=O)OC(C)(C)C)[C@@H]1C(N(CCO1)C=1C=C2C(N(CC2=CC1)C)=O)=O ((R)-tert-butyl 2-acetoxy-2-((R)-4-(2-methyl-3-oxoisoindolin-5-yl)-3-oxomorpholin-2-yl)acetate), C(=O)(C(F)(F)F)O (TFA), C(=O)(C(F)(F)F)O (TFA). Run in C(Cl)Cl (CH2Cl2), C(Cl)Cl (CH2Cl2). Run at time 1 hour. The product is C(C)(=O)O[C@@H](C(=O)O)[C@@H]1C(N(CCO1)C=1C=C2C(N(CC2=CC1)C)=O)=O ((R)-2-acetoxy-2-((R)-4-(2-methyl-3-oxoisoindolin-5-yl)-3-oxomorpholin-2-yl)acetic acid). Isolated yield 88.3%. Reaction SMILES: [C:1]([O:4][C@H:5]([C@H:13]1[O:18][CH2:17][CH2:16][N:15]([C:19]2[CH:20]=[C:21]3[C:25](=[CH:26][CH:27]=2)[CH2:24][N:23]([CH3:28])[C:22]3=[O:29])[C:14]1=[O:30])[C:6]([O:8]C(C)(C)C)=[O:7])(=[O:3])[CH3:2].C(O)(C(F)(F)F)=O>C(Cl)Cl>[C:1]([O:4][C@H:5]([C@H:13]1[O:18][CH2:17][CH2:16][N:15]([C:19]2[CH:20]=[C:21]3[C:25](=[CH:26][CH:27]=2)[CH2:24][N:23]([CH3:28])[C:22]3=[O:29])[C:14]1=[O:30])[C:6]([OH:8])=[O:7])(=[O:3])[CH3:2]. Reported procedure: To a solution of compound 70-3 (85 mg) in CH2Cl2 (2.5 mL) at 0° C. was added TFA (0.5 mL) dropwise. The mixture was stirred for 1 h at 0° C. and at rt for 30 min whereupon an additional portion of TFA (0.5 mL) was added. After an additional 1 h at rt, the mixture was diluted with CH2Cl2 and concentrated to dryness under reduced pressure. The crude mixture was redissolved in CH2Cl2 and concentrated and this protocol was repeated 5 times with to afford compound 70-4 (65 mg) as a light semisolid. L... The reactants are C1(=CC=CC=C1)C (toluene), C(C)(=O)[O-].[NH4+] (ammonium acetate), C(C1=CC=CC=C1)(=O)C1=CC=CC=C1 (benzophenone), C(#N)CC(=O)OCCOC(C)=O (2-acetoxyethyl 2-cyanoacetate). Run in O (water), C(C)(=O)O (acetic acid). Yields the product C(#N)C(C(=O)OCCOC(C)=O)=C(C1=CC=CC=C1)C1=CC=CC=C1 (2-Acetoxyethyl 2-Cyano-3,3-Diphenylacrylate). The yield is 60.0%. Reaction SMILES: C1(C)C=CC=CC=1.[C:8]([C:16]1[CH:21]=[CH:20][CH:19]=[CH:18][CH:17]=1)(=O)[C:9]1[CH:14]=[CH:13][CH:12]=[CH:11][CH:10]=1.[C:22]([CH2:24][C:25]([O:27][CH2:28][CH2:29][O:30][C:31](=[O:33])[CH3:32])=[O:26])#[N:23].C([O-])(=O)C.[NH4+]>O.C(O)(=O)C>[C:22]([C:24](=[C:8]([C:16]1[CH:21]=[CH:20][CH:19]=[CH:18][CH:17]=1)[C:9]1[CH:14]=[CH:13][CH:12]=[CH:11][CH:10]=1)[C:25]([O:27][CH2:28][CH2:29][O:30][C:31](=[O:33])[CH3:32])=[O:26])#[N:23] |f:3.4|. Reported procedure: A three-neck round bottom flask fitted with a mechanical stirrer, a thermometer and a Dean-Stark trap fitted with a reflux condenser was charged with 200 ml. of toluene, 182 g. (1 mole) of benzophenone, 205 g. (1.2 moles) of 2-acetoxyethyl 2-cyanoacetate, 40 ml. of glacial acetic acid, 16 g. of ammonium acetate. The contents were heated to reflux (110° C.) for 24 hours while the theoretical amount of water by-product was removed by azeotropic distillation. Upon removal of the solvent, as well as... Reactants: S(O)(O)(=O)=O (sulfuric acid), O (water), NC=1NC=CN1 (2-Aminoimidazole), substituted acrylate, C1(=CC=CC=C1)OC1=CC=CC=C1 (phenylether). The solvent is C(C)O (ethanol), O1CCOCC1 (dioxane), CO (methanol). Yields the product N=1C(CN2C1N=CC=C2)=O (imidazolo[1,2-a]pyrimidone). RXN SMILES: S(=O)(=O)(O)O.[OH2:6].[NH2:7][C:8]1[NH:9][CH:10]=[CH:11][N:12]=1.[C:13]1(OC2C=CC=CC=2)[CH:18]=CC=C[CH:14]=1>O1CCOCC1.CO.C(O)C>[N:9]1[C:10](=[O:6])[CH2:11][N:12]2[CH:14]=[CH:13][CH:18]=[N:7][C:8]=12. Procedure: As shown in Reaction Scheme A, imidazolo[1,2-a]pyrimidone (iva) can be prepared from alpha-bromoheteroaryl ketone (R═alkyl). Thus, cyclization of bromoketone (ia) with acetyl guanidine in an appropriate solvent such as dimethylformamide at a temperature of 25-120° C. for a period of 1-72 hours to give 2-acetamidoimidazole (iia), which can be hydrolyzed with an acid such as sulfuric acid in an appropriate solvent such as water or ethanol at a temperature of 60-120° C. for a period of 2-24 hours t... The reactants are Cl (hydrochloric acid), FC1=C(C=C2NC(C(N(C2=C1)CCC)=O)=O)[N+](=O)[O-] (7-fluoro-6-nitro-1-(n-propyl)-1,4-dihydroquinoxaline-2,3-dione), OC1=CC=NC=C1 (4-hydroxypyridine), [OH-].[K+] (potassium hydroxide). Solvent: CS(=O)C (dimethylsulfoxide), O (water). Run at temperature 130 celsius, time 3.5 hour. The product is [N+](=O)([O-])C=1C=C2NC(C(N(C2=CC1N1C=CC(C=C1)=O)CCC)=O)=O (6-nitro-7-(4-oxo-4H-pyridin-1-yl)-1-(n-propyl)-1,4-dihydroquinoxaline-2,3-dione). Isolated yield 67.8%. Reaction SMILES: F[C:2]1[CH:11]=[C:10]2[C:5]([NH:6][C:7](=[O:16])[C:8](=[O:15])[N:9]2[CH2:12][CH2:13][CH3:14])=[CH:4][C:3]=1[N+:17]([O-:19])=[O:18].[OH:20][C:21]1[CH:26]=[CH:25][N:24]=[CH:23][CH:22]=1.[OH-].[K+].Cl>O.CS(C)=O>[N+:17]([C:3]1[CH:4]=[C:5]2[C:10](=[CH:11][C:2]=1[N:24]1[CH:25]=[CH:26][C:21](=[O:20])[CH:22]=[CH:23]1)[N:9]([CH2:12][CH2:13][CH3:14])[C:8](=[O:15])[C:7](=[O:16])[NH:6]2)([O-:19])=[O:18] |f:2.3|. Reported procedure: First, 1.244 g of 7-fluoro-6-nitro-1-(n-propyl)-1,4-dihydroquinoxaline-2,3-dione, 952 mg of 4-hydroxypyridine, and 711 mg of powdered potassium hydroxide were added to 10 ml of dry dimethylsulfoxide. The mixture was stirred at 130° C. for 3.5 hours in a nitrogen atmosphere. Then, 50 ml of water was added to the reaction mixture and the mixture was made acidic (pH 2 to 3) with 4N hydrochloric acid to give a yellow precipitate. The precipitate was filtered and recrystallized with dimethylformaldeh... The reactants are C(C)(C)(C)OC(CN(C(CN1C(=NC=C1)CN(CCCCCC(NCCCC[C@H](NC(N[C@@H](CCC(=O)OC(C)(C)C)C(=O)OC(C)(C)C)=O)C(=O)OC(C)(C)C)=O)CC1=CC=C(C=C1)OCC=1N=NN(C1)CCCNC(CN1CCN(CCN(CCN(CC1)CC(OC(C)(C)C)=O)CC(OC(C)(C)C)=O)CC(=O)OC(C)(C)C)=O)=O)CC(OC(C)(C)C)=O)=O ((14S,18S)-tri-tert-butyl 1-(1-(2-(bis(2-(tert-butoxy)-2-oxoethyl)amino)-2-oxoethyl)-1H-imidazol-2-yl)-8,16-dioxo-2-(4-((1-(3-(2-(4,7,10-tris(2-(tert-butoxy)-2-oxoethyl)-1,4,7,10-tetraazacyclododecan-1-yl)acetamido)propyl)-1H-1,2,3-triazol-4-yl)methoxy)benzyl)-2,9,15,17-tetraazaicosane-14,18,20-tricarboxylate). Run in C(=O)(C(F)(F)F)O (TFA), C(Cl)Cl (DCM). Product: C(=O)(O)CN(C(CN1C(=NC=C1)CN(CCCCCC(NCCCC[C@H](NC(N[C@@H](CCC(=O)O)C(=O)O)=O)C(=O)O)=O)CC1=CC=C(C=C1)OCC=1N=NN(C1)CCCNC(CN1CCN(CCN(CCN(CC1)CC(=O)O)CC(=O)O)CC(=O)O)=O)=O)CC(=O)O ((14S,18S)-1-(1-(2-(bis(carboxymethyl)amino)-2-oxoethyl)-1H-imidazol-2-yl)-8,16-dioxo-2-(4-((1-(3-(2-(4,7,10-tris(carboxymethyl)-1,4,7,10-tetraazacyclododecan-1-yl)acetamido)propyl)-1H-1,2,3-triazol-4-yl)methoxy)benzyl)-2,9,15,17-tetraazaicosane-14,18,20-tricarboxylic acid). RXN SMILES: C([O:5][C:6](=[O:125])[CH2:7][N:8]([CH2:117][C:118](=[O:124])[O:119]C(C)(C)C)[C:9](=[O:116])[CH2:10][N:11]1[CH:15]=[CH:14][N:13]=[C:12]1[CH2:16][N:17]([CH2:59][C:60]1[CH:65]=[CH:64][C:63]([O:66][CH2:67][C:68]2[N:69]=[N:70][N:71]([CH2:73][CH2:74][CH2:75][NH:76][C:77](=[O:115])[CH2:78][N:79]3[CH2:90][CH2:89][N:88]([CH2:91][C:92](=[O:98])[O:93]C(C)(C)C)[CH2:87][CH2:86][N:85]([CH2:99][C:100](=[O:106])[O:101]C(C)(C)C)[CH2:84][CH2:83][N:82]([CH2:107][C:108]([O:110]C(C)(C)C)=[O:109])[CH2:81][CH2:80]3)[CH:72]=2)=[CH:62][CH:61]=1)[CH2:18][CH2:19][CH2:20][CH2:21][CH2:22][C:23](=[O:58])[NH:24][CH2:25][CH2:26][CH2:27][CH2:28][C@@H:29]([C:51]([O:53]C(C)(C)C)=[O:52])[NH:30][C:31](=[O:50])[NH:32][C@H:33]([C:43]([O:45]C(C)(C)C)=[O:44])[CH2:34][CH2:35][C:36]([O:38]C(C)(C)C)=[O:37])(C)(C)C>C(O)(C(F)(F)F)=O.C(Cl)Cl>[C:118]([CH2:117][N:8]([CH2:7][C:6]([OH:125])=[O:5])[C:9](=[O:116])[CH2:10][N:11]1[CH:15]=[CH:14][N:13]=[C:12]1[CH2:16][N:17]([CH2:59][C:60]1[CH:61]=[CH:62][C:63]([O:66][CH2:67][C:68]2[N:69]=[N:70][N:71]([CH2:73][CH2:74][CH2:75][NH:76][C:77](=[O:115])[CH2:78][N:79]3[CH2:90][CH2:89][N:88]([CH2:91][C:92]([OH:98])=[O:93])[CH2:87][CH2:86][N:85]([CH2:99][C:100]([OH:106])=[O:101])[CH2:84][CH2:83][N:82]([CH2:107][C:108]([OH:110])=[O:109])[CH2:81][CH2:80]3)[CH:72]=2)=[CH:64][CH:65]=1)[CH2:18][CH2:19][CH2:20][CH2:21][CH2:22][C:23](=[O:58])[NH:24][CH2:25][CH2:26][CH2:27][CH2:28][C@@H:29]([C:51]([OH:53])=[O:52])[NH:30][C:31](=[O:50])[NH:32][C@H:33]([C:43]([OH:45])=[O:44])[CH2:34][CH2:35][C:36]([OH:38])=[O:37])([OH:124])=[O:119]. Reported procedure: A solution of ((14S,18S)-tri-tert-butyl 1-(1-(2-(bis(2-(tert-butoxy)-2-oxoethyl)amino)-2-oxoethyl)-1H-imidazol-2-yl)-8,16-dioxo-2-(4-((1-(3-(2-(4,7,10-tris(2-(tert-butoxy)-2-oxoethyl)-1,4,7,10-tetraazacyclododecan-1-yl)acetamido)propyl)-1H-1,2,3-triazol-4-yl)methoxy)benzyl)-2,9,15,17-tetraazaicosane-14,18,20-tricarboxylate (21 mg, 0.012 mmol) in TFA (2.0 mL) and DCM (2.0 mL) was stirred at rt overnight. The solvent was removed under a stream of nitrogen to give a crude ((14S,18S)-1-(1-(2-(bis(ca... Reactants: Brc1cccc(Br)n1, N#Cc1ccc(F)c(CBr)c1, C1CCOC1, c1ccc(P(c2ccccc2)(c2ccccc2)[Pd](P(c2ccccc2)(c2ccccc2)c2ccccc2)(P(c2ccccc2)(c2ccccc2)c2ccccc2)P(c2ccccc2)(c2ccccc2)c2ccccc2)cc1. Product: N#Cc1ccc(F)c(Cc2cccc(Br)n2)c1. Reaction SMILES: [Br:12][c:13]1[n:14][c:15]([Br:19])[cH:16][cH:17][cH:18]1.[Br:1][CH2:2][c:3]1[cH:4][c:5]([C:6]#[N:7])[cH:8][cH:9][c:10]1[F:11].[CH2:20]1[O:21][CH2:22][CH2:23][CH2:24]1.[cH:25]1[cH:26][cH:27][c:28]([P:29]([Pd:30]([P:31]([c:32]2[cH:33][cH:34][cH:35][cH:36][cH:37]2)([c:38]2[cH:39][cH:40][cH:41][cH:42][cH:43]2)[c:44]2[cH:45][cH:46][cH:47][cH:48][cH:49]2)([P:50]([c:51]2[cH:52][cH:53][cH:54][cH:55][cH:56]2)([c:57]2[cH:58][cH:59][cH:60][cH:61][cH:62]2)[c:63]2[cH:64][cH:65][cH:66][cH:67][cH:68]2)[P:69]([c:70]2[cH:71][cH:72][cH:73][cH:74][cH:75]2)([c:76]2[cH:77][cH:78][cH:79][cH:80][cH:81]2)[c:82]2[cH:83][cH:84][cH:85][cH:86][cH:87]2)([c:88]2[cH:89][cH:90][cH:91][cH:92][cH:93]2)[c:94]2[cH:95][cH:96][cH:97][cH:98][cH:99]2)[cH:100][cH:101]1>>[CH2:2]([c:3]1[cH:4][c:5]([C:6]#[N:7])[cH:8][cH:9][c:10]1[F:11])[c:15]1[n:14][c:13]([Br:12])[cH:18][cH:17][cH:16]1. Starting materials: COc1cc2cc(C(=O)OC(C)(C)C)c(N)cc2cc1OCc1ccccc1, ClCCl, CO, CN(C)C=O. Yields the product COc1cc2cc(C(=O)OC(C)(C)C)c(N)cc2cc1O. RXN SMILES: [C:1]([CH3:2])([CH3:3])([CH3:4])[O:5][C:6](=[O:7])[c:8]1[cH:9][c:10]2[cH:11][c:12]([O:27][CH3:28])[c:13]([O:19][CH2:20][c:21]3[cH:22][cH:23][cH:24][cH:25][cH:26]3)[cH:14][c:15]2[cH:16][c:17]1[NH2:18].[CH2:36]([Cl:37])[Cl:38].[CH3:34][OH:35].[O:29]=[CH:30][N:31]([CH3:32])[CH3:33]>>[C:1]([CH3:2])([CH3:3])([CH3:4])[O:5][C:6](=[O:7])[c:8]1[cH:9][c:10]2[cH:11][c:12]([O:27][CH3:28])[c:13]([OH:19])[cH:14][c:15]2[cH:16][c:17]1[NH2:18]. Starting materials: COC(=O)C(C)Br, Cn1c(C(F)(F)F)cnc(-c2cc(N)c(Cl)cc2F)c1=O, O. Product: COC(=O)C(C)Nc1cc(-c2ncc(C(F)(F)F)n(C)c2=O)c(F)cc1Cl. As a reaction SMILES: [Br:22][CH:23]([C:24](=[O:25])[O:26][CH3:27])[CH3:28].[NH2:1][c:2]1[c:3]([Cl:21])[cH:4][c:5]([F:20])[c:6](-[c:8]2[c:9](=[O:19])[n:10]([CH3:18])[c:11]([C:14]([F:15])([F:16])[F:17])[cH:12][n:13]2)[cH:7]1.[OH2:29]>>[NH:1]([c:2]1[c:3]([Cl:21])[cH:4][c:5]([F:20])[c:6](-[c:8]2[c:9](=[O:19])[n:10]([CH3:18])[c:11]([C:14]([F:15])([F:16])[F:17])[cH:12][n:13]2)[cH:7]1)[CH:23]([C:24](=[O:25])[O:26][CH3:27])[CH3:28].